This data is from the Open Reaction Database (ORD), a public repository of structured organic reaction records. The task is: describe an organic reaction: reactants, conditions, products, and yield Reactants: ClCCl, CO, COC(=O)CCC(NC(=O)c1ccc(C#Cn2cnc3nccc-3c2O)cc1)C(=O)OC. Yields the product COC(=O)CCC(NC(=O)c1ccc(CCn2cnc3nccc-3c2O)cc1)C(=O)OC. RXN SMILES: [CH2:35]([Cl:36])[Cl:37].[CH3:33][OH:34].[OH:1][c:2]1[c:3]2[cH:32][cH:31][n:30][c:4]-2[n:5][cH:6][n:7]1[C:8]#[C:9][c:10]1[cH:11][cH:12][c:13]([C:14](=[O:15])[NH:16][CH:17]([CH2:18][CH2:19][C:20](=[O:21])[O:22][CH3:23])[C:24](=[O:25])[O:26][CH3:27])[cH:28][cH:29]1>>[OH:1][c:2]1[c:3]2[cH:32][cH:31][n:30][c:4]-2[n:5][cH:6][n:7]1[CH2:8][CH2:9][c:10]1[cH:11][cH:12][c:13]([C:14](=[O:15])[NH:16][CH:17]([CH2:18][CH2:19][C:20](=[O:21])[O:22][CH3:23])[C:24](=[O:25])[O:26][CH3:27])[cH:28][cH:29]1. Starting materials: C(C)(C)(C)O[C@H](C(=O)OC)C1=C2N3CCC(OC\C=C/C[C@@H](OC=4C=CC(=CC4C4=CC=CC(C5=NN2C(N=C1C)=C5)=C4)C(F)(F)F)C)(CC3)C (methyl (2S)-2-(tert-butoxy)-2-[(22S,24Z)-4,22,28-trimethyl-17-(trifluoromethyl)-21,27-dioxa-1,5,7,8-tetraazahexacyclo[26.2.2.16,9.110,14.02,7.015,20]tetratriaconta-2,4,6(34),8,10(33),11,13,15(20),16,18,24-undecaen-3-yl]acetate). The reagents and catalysts are [Pd] (Pd/C). Run in CO (MeOH). Reaction conditions: time 2 hour. Product: C(C)(C)(C)O[C@H](C(=O)OC)C1=C2N3CCC(OCCCC[C@@H](OC=4C=CC(=CC4C4=CC=CC(C5=NN2C(N=C1C)=C5)=C4)C(F)(F)F)C)(CC3)C (methyl (2S)-2-(tert-butoxy)-2-[(22S)-4,22,28-trimethyl-17-(trifluoromethyl)-21,27-dioxa-1,5,7,8-tetraazahexacyclo[26.2.2.16,9.110,14.02,7.015,20]tetratriaconta-2,4,6(34),8,10(33),11,13,15(20),16,18-decaen-3-yl]acetate). The yield is 75.5%. RXN SMILES: [C:1]([O:5][C@@H:6]([C:11]1[C:40]([CH3:41])=[N:39][C:38]2=[CH:42][C:35]3=[N:36][N:37]2[C:12]=1[N:13]1[CH2:50][CH2:49][C:16]([CH3:51])([O:17][CH2:18][CH:19]=[CH:20][CH2:21][C@H:22]([CH3:48])[O:23][C:24]2[CH:25]=[CH:26][C:27]([C:44]([F:47])([F:46])[F:45])=[CH:28][C:29]=2[C:30]2[CH:43]=[C:34]3[CH:33]=[CH:32][CH:31]=2)[CH2:15][CH2:14]1)[C:7]([O:9][CH3:10])=[O:8])([CH3:4])([CH3:3])[CH3:2]>CO.[Pd]>[C:1]([O:5][C@@H:6]([C:11]1[C:40]([CH3:41])=[N:39][C:38]2=[CH:42][C:35]3=[N:36][N:37]2[C:12]=1[N:13]1[CH2:14][CH2:15][C:16]([CH3:51])([O:17][CH2:18][CH2:19][CH2:20][CH2:21][C@H:22]([CH3:48])[O:23][C:24]2[CH:25]=[CH:26][C:27]([C:44]([F:46])([F:45])[F:47])=[CH:28][C:29]=2[C:30]2[CH:43]=[C:34]3[CH:33]=[CH:32][CH:31]=2)[CH2:49][CH2:50]1)[C:7]([O:9][CH3:10])=[O:8])([CH3:4])([CH3:2])[CH3:3]. Procedure: A mixture of methyl (2S)-2-(tert-butoxy)-2-[(22S,24Z)-4,22,28-trimethyl-17-(trifluoromethyl)-21,27-dioxa-1,5,7,8-tetraazahexacyclo[26.2.2.16,9.110,14.02,7.015,20]tetratriaconta-2,4,6(34),8,10(33),11,13,15(20),16,18,24-undecaen-3-yl]acetate (50 mg, 0.071 mmol), 10% Pd/C (7.53 mg, 7.07 μmol) in MeOH (2 mL) was stirred under a H2 balloon for 2 h. It was then filtered, concentrated and purified by biotage eluting with 20% EtOAc/hexane to isolate 38 mg of methyl (2S)-2-(tert-butoxy)-2-[(22S)-4,22,28-... Starting materials: CCN=C=NCCCN(C)C (EDCI), Cl (HCl), ClC=1C=C(C=C(C1)Cl)N1C(N2N(C1=O)CC(C2)O)=O (2-(3,5-dichlorophenyl)-6-hydroxy-dihydro-pyrazolo[1,2-α][1,2,4]triazole-1,3-dione), TEA, BrC1=CC=C(C(=O)O)C=C1 (4-bromobenzoic acid). Reagents/catalysts: CN(C)C=1C=CN=CC1 (DMAP). The solvent is C(Cl)Cl (DCM). Reaction conditions: time 72 hour. The product is ClC=1C=C(C=C(C1)Cl)N1C(N2N(C1=O)CC(C2)OC(C2=CC=C(C=C2)Br)=O)=O (4-Bromobenzoic acid 2-(3,5-dichlorophenyl)-1,3-dioxo-tetrahydro-pyrazolo[1,2-α][1,2,4]triazol-6-yl Ester). The yield is 12.5%. As a reaction SMILES: CCN=C=NCCCN(C)C.Cl.[Cl:13][C:14]1[CH:15]=[C:16]([N:21]2[C:25](=[O:26])[N:24]3[CH2:27][CH:28]([OH:30])[CH2:29][N:23]3[C:22]2=[O:31])[CH:17]=[C:18]([Cl:20])[CH:19]=1.[Br:32][C:33]1[CH:41]=[CH:40][C:36]([C:37](O)=[O:38])=[CH:35][CH:34]=1>CN(C1C=CN=CC=1)C.C(Cl)Cl>[Cl:20][C:18]1[CH:17]=[C:16]([N:21]2[C:22](=[O:31])[N:23]3[CH2:29][CH:28]([O:30][C:37](=[O:38])[C:36]4[CH:40]=[CH:41][C:33]([Br:32])=[CH:34][CH:35]=4)[CH2:27][N:24]3[C:25]2=[O:26])[CH:15]=[C:14]([Cl:13])[CH:19]=1. Procedure details: EDCI, HCl (70 mg, 0.37 mmol) and DMAP (4 mg, 0.03 mmol) were added to a solution of 2-(3,5-dichlorophenyl)-6-hydroxy-dihydro-pyrazolo[1,2-α][1,2,4]triazole-1,3-dione (100 mg, 0.33 mmol) (Preparation 6), TEA (92 μl, 0.66 mmol) and 4-bromobenzoic acid (73 mg, 0.36 mmol) in DCM (2 ml). After 72 h at RT, the reaction mixture was washed with a citric acid solution (0.5 M) and a sodium bicarbonate solution, then concentrated. The residue was purified with preparative HPLC to yield the above compound (... Reactants: Cl.Cl.CC1=NSC(=N1)N1CCC(CC1)N (1-(3-Methyl-1,2,4-thiadiazol-5-yl)piperidin-4-amine dihydrochloride), [OH-].[Na+] (NaOH). Product: CC1=NSC(=N1)N1CCC(CC1)N (1-(3-Methyl-1,2,4-thiadiazol-5-yl)piperidin-4-amine), oil. Isolated yield 71.0%. Reaction SMILES: Cl.Cl.[CH3:3][C:4]1[N:8]=[C:7]([N:9]2[CH2:14][CH2:13][CH:12]([NH2:15])[CH2:11][CH2:10]2)[S:6][N:5]=1.[OH-].[Na+]>>[CH3:3][C:4]1[N:8]=[C:7]([N:9]2[CH2:10][CH2:11][CH:12]([NH2:15])[CH2:13][CH2:14]2)[S:6][N:5]=1 |f:0.1.2,3.4|. Reported procedure: 1-(3-Methyl-1,2,4-thiadiazol-5-yl)piperidin-4-amine dihydrochloride (see example 36b, 2.3 g, 8.48 mmol) was neutralized with 2 N NaOH solution, The water layer was extracted three times with CH2Cl2 and three times with ethyl acetate, the combined organic phases were dried over Na2SO4, filtered and the solvents were evaporated. The crude product was purified by flash chromatography with CH2Cl2 and MeOH over a 50 g Si—NH2 column. The title compound was isolated as a light yellow oil (1.2 g, 71%). Reactants: BrC(C(SC=1NC(=C(N1)C1=CC=CC=C1)C1=CC=CC=C1)(F)F)F (2-(2-bromo-1,1,2-trifluoroethylthio)-4,5-diphenylimidazole), BrC[CH2+](C=1NC(=C(N1)C1=CC=C(C=C1)OC)C1=CC=C(C=C1)OC)C(CF)(F)F (2-(2-bromo-1,1,2-trifluoroethylethio)-4,5-bis(4-methoxyphenyl)imidazole). The product is C1(=CC=CC=C1)C=1N=C(NC1C1=CC=CC=C1)SC(CF)(F)F (4,5-diphenyl-2-(1,1,2-trifluoroethylthio)imidazole). Reaction SMILES: Br[CH:2]([F:24])[C:3]([F:23])([F:22])[S:4][C:5]1[NH:6][C:7]([C:16]2[CH:21]=[CH:20][CH:19]=[CH:18][CH:17]=2)=[C:8]([C:10]2[CH:15]=[CH:14][CH:13]=[CH:12][CH:11]=2)[N:9]=1.BrC[CH2+](C(F)(F)CF)C1NC(C2C=CC(OC)=CC=2)=C(C2C=CC(OC)=CC=2)N=1>>[C:16]1([C:7]2[N:6]=[C:5]([S:4][C:3]([F:22])([F:23])[CH2:2][F:24])[NH:9][C:8]=2[C:10]2[CH:15]=[CH:14][CH:13]=[CH:12][CH:11]=2)[CH:17]=[CH:18][CH:19]=[CH:20][CH:21]=1. Procedure details: By substituting 2-(2-bromo-1,1,2-trifluoroethylthio)-4,5-diphenylimidazole for the 2-(2-bromo-1,1,2-trifluoroethylethio)-4,5-bis(4-methoxyphenyl)imidazole of Example 20, one obtains as product 4,5-diphenyl-2-(1,1,2-trifluoroethylthio)imidazole, m.p. 225°-226.5°.